Dataset: the Open Reaction Database (ORD), a public repository of structured organic reaction records. Task: describe an organic reaction: reactants, conditions, products, and yield Reactants: C(C)OC(C=C(C1CC1)N)=O (3-amino-3-cyclopropyl-acrylic acid ethyl ester), FC(/C(=C/C(=O)C1=CC=C(C=C1)OC(F)(F)F)/O)(F)F ((Z)-4,4,4-trifluoro-3-hydroxy-1-(4-trifluoromethoxy-phenyl)-but-2-en-1-one). Product: C(C)OC(C1=C(N=C(C=C1C(F)(F)F)C1=CC=C(C=C1)OC(F)(F)F)C1CC1)=O (2-Cyclopropyl-6-(4-trifluoromethoxy-phenyl)-4-trifluoromethyl-nicotinic acid ethyl ester). As a reaction SMILES: [CH2:1]([O:3][C:4](=[O:11])[CH:5]=[C:6]([NH2:10])[CH:7]1[CH2:9][CH2:8]1)[CH3:2].[F:12][C:13]([F:31])([F:30])/[C:14](/O)=[CH:15]/[C:16]([C:18]1[CH:23]=[CH:22][C:21]([O:24][C:25]([F:28])([F:27])[F:26])=[CH:20][CH:19]=1)=O>>[CH2:1]([O:3][C:4](=[O:11])[C:5]1[C:14]([C:13]([F:12])([F:31])[F:30])=[CH:15][C:16]([C:18]2[CH:23]=[CH:22][C:21]([O:24][C:25]([F:26])([F:27])[F:28])=[CH:20][CH:19]=2)=[N:10][C:6]=1[CH:7]1[CH2:8][CH2:9]1)[CH3:2]. Procedure: In analogy to the procedure described in example 18 d], 3-amino-3-cyclopropyl-acrylic acid ethyl ester (J. P. Célérier, E. Deloisy, P. Kapron, G. Lhommet, P. Maitte, Synthesis 1981, 130–133) was reacted with (Z)-4,4,4-trifluoro-3-hydroxy-1-(4-trifluoromethoxy-phenyl)-but-2-en-1-one (example 16 a]) to give the title compound as colorless oil.